Dataset: the Open Reaction Database (ORD), a public repository of structured organic reaction records. Task: describe an organic reaction: reactants, conditions, products, and yield Reactants: Cl(=O)(=O)(=O)[O-].[Na+] (sodium perchlorate), [Cl-].C[N+]1(CCCC1)COC (N-Methyl-N-Methoxymethylpyrrolidinium Chloride). Run in C(C)O (ethyl alcohol). The product is Cl(=O)(=O)(=O)[O-].COC[N+]1(CCCC1)C (N-Methoxymethyl-N-Methylpyrrolidinium Perchlorate). As a reaction SMILES: [Cl:1]([O-:5])(=[O:4])(=[O:3])=[O:2].[Na+].[Cl-].[CH3:8][N+:9]1([CH2:14][O:15][CH3:16])[CH2:13][CH2:12][CH2:11][CH2:10]1>C(O)C>[Cl:1]([O-:5])(=[O:4])(=[O:3])=[O:2].[CH3:16][O:15][CH2:14][N+:9]1([CH3:8])[CH2:13][CH2:12][CH2:11][CH2:10]1 |f:0.1,2.3,5.6|. Reported procedure: A 5.91 g quantity of sodium perchlorate (product of Wako Pure Chemical Ind. Ltd.) was dissolved in 77 g of ethyl alcohol, and 7.99 g of N-methoxymethyl-N-methylpyrrolidinium chloride was added to the solution. The mixture was reacted at room temperature for 1.5 hours, whereby the reaction was terminated. The resulting sodium chloride was filtered off, and the filtrate was concentrated and dried in a vacuum. The residue was dissolved in dichloromethane, the solution was again filtered with a memb... Reported procedure: A mixture of acetic anhydride (0.8 ml) and formic acid (0.4 ml) was stirred at 50°-60° for 2 hours, then cooled to ambient temperature. 1-(4-Fluoro-2-methylaminophenyl)-2-(1-methyl-1H-tetrazol-5-yl)ethanone (1.03 g) was added. The mixture was stirred at ambient temperature for 5 hours, then kept at this temperature for 16 hours. The mixture was triturated under light petroleum to give a solid product. This product was extracted with boiling ethyl acetate (100 ml) and the extract cooled to give a... The product is FC1=CC=C2C(C(=CN(C2=C1)C)C1=NN=NN1C)=O (7-fluoro-1-methyl-3-(1-methyl-1H-tetrazol-5-yl)-4-quinolone). Conditions: time 2 hour. Reaction SMILES: [C:1](OC(=O)C)(=O)C.[F:8][C:9]1[CH:14]=[CH:13][C:12]([C:15](=[O:23])[CH2:16][C:17]2[N:21]([CH3:22])[N:20]=[N:19][N:18]=2)=[C:11]([NH:24][CH3:25])[CH:10]=1>C(O)=O>[F:8][C:9]1[CH:10]=[C:11]2[C:12]([C:15](=[O:23])[C:16]([C:17]3[N:21]([CH3:22])[N:20]=[N:19][N:18]=3)=[CH:25][N:24]2[CH3:1])=[CH:13][CH:14]=1. Run in C(=O)O (formic acid). Reactants: C(C)(=O)OC(C)=O (acetic anhydride), FC1=CC(=C(C=C1)C(CC1=NN=NN1C)=O)NC (1-(4-Fluoro-2-methylaminophenyl)-2-(1-methyl-1H-tetrazol-5-yl)ethanone).